From a dataset of the Open Reaction Database (ORD), a public repository of structured organic reaction records. describe an organic reaction: reactants, conditions, products, and yield The yield is 87.7%. Conditions: time 18 hour. Product: C(=C\CCCC)/C1C(C1)C(C)O ((RS)-1-((1RS,2SR)-2-((E)-hex-1-enyl)cyclopropyl)ethanol). Reaction SMILES: C[Mg]Cl.O1CCCC1.[CH:9](=O)/[CH:10]=[CH:11]/[CH:12]=[CH:13]/[CH2:14][CH2:15][CH2:16][CH3:17].BrCBr.C([Mg]Cl)(C)(C)C.C([O:30][CH2:31][CH3:32])C>>[CH:14](/[CH:15]1[CH2:17][CH:16]1[CH:31]([OH:30])[CH3:32])=[CH:13]\[CH2:12][CH2:11][CH2:10][CH3:9]. The reactants are C[Mg]Cl (methyl magnesium chloride), O1CCCC1 (tetrahydrofuran), C(\C=C\C=C\CCCC)=O ((2E,4E)-nona-2,4-dienal), BrCBr (dibromomethane), C(C)(C)(C)[Mg]Cl (tert-butyl magnesium chloride), C(C)OCC (diethyl ether). Procedure details: Prepared as described in Example 1 (System B) from methyl magnesium chloride 3M in tetrahydrofuran (7.3 ml, 21 mmol), (2E,4E)-nona-2,4-dienal (3 g, 21 mmol), dibromomethane (15 g, 87 mmol) and tert-butyl magnesium chloride 2M in diethyl ether (43 ml, 87 mmol) at 0°-10° C. Work-up after 18 h and bulb-to-bulb distillation at 80° C./0.05 mbar gave 3.1 g (77%) of a colorless oil (syn/anti=83:17). Odour: fruity, pear, green. 1H NMR (CDCl3): δ 1H NMR (CDCl3): δ 0.5 (m, 1H), 0.7 (m, 1H), 0.8-1 (2H), 0.... Product: FC1=C(C=CC(=C1)F)C=1N=C(SC1C1=CC=C(C=C1)SC)C1=C(C=CC=C1)Cl (4-(2,4-difluorophenyl)-2-(2-chlorophenyl)-5-(4-methylthiophenyl)thiazole). Procedure details: A solution of the bromoketone intermediate from Step 3 (0.49 g, 1.3 mmol) and 4-chlorothiobenzamide (0.24 g, 1.4 mmol) in 5 mL of acetonitrile was heated to reflux for 3 hours. The solution was cooled to room temperature and poured into 20 mL of methanol, chilled with an ice bath, whereupon crystals of the thiazole formed which were isolated by filtration and air dried (0.31 g, 52%): mp 103°-105° C. 1H NMR (CDCl3) 300 MHz 8.31 (m, 1H), 7.50-7.60 (m, 2H), 7.36 (m, 2H), 7.23 (d, J=8.5 Hz, 2H), 7.1... As a reaction SMILES: [F:1][C:2]1[CH:7]=[C:6]([F:8])[CH:5]=[CH:4][C:3]=1[C:9](=O)[CH:10](Br)[C:11]1[CH:16]=[CH:15][C:14]([S:17][CH3:18])=[CH:13][CH:12]=1.[Cl:21][C:22]1C=C[C:25]([C:26](N)=S)=[CH:24][CH:23]=1.CO.[S:33]1[CH:37]=[CH:36]N=C1.C(#[N:40])C>>[F:1][C:2]1[CH:7]=[C:6]([F:8])[CH:5]=[CH:4][C:3]=1[C:9]1[N:40]=[C:37]([C:36]2[CH:26]=[CH:25][CH:24]=[CH:23][C:22]=2[Cl:21])[S:33][C:10]=1[C:11]1[CH:16]=[CH:15][C:14]([S:17][CH3:18])=[CH:13][CH:12]=1. Reactants: S1C=NC=C1 (thiazole), FC1=C(C=CC(=C1)F)C(C(C1=CC=C(C=C1)SC)Br)=O (1-(2,4-Difluorophenyl)-2-bromo-2-(4-methylthiophenyl)ethanone), ClC1=CC=C(C(=S)N)C=C1 (4-chlorothiobenzamide), C(C)#N (acetonitrile), CO (methanol).